Task: describe an organic reaction: reactants, conditions, products, and yield. Dataset: the Open Reaction Database (ORD), a public repository of structured organic reaction records Reactants: C(C)N(C1=C(C=CC(=C1)OC)C1CC=2C=CC(=CC2CC1)OC(C(C)(C)C)=O)C(C1=CC=C(C=C1)O)=O (pivalic acid 6-{2-[ethyl(4-hydroxybenzoyl)amino]-4-methoxyphenyl}-5,6,7,8-tetrahydronaphthalen-2-yl ester), ClCC(=O)N(CCC)C (2-chloro-N-methyl-N-propylacetamide). Product: C(C)N(C1=C(C=CC(=C1)OC)C1CC=2C=CC(=CC2CC1)O)CC1=CC=C(C=C1)OCCN(CCC)C (6-{2-{Ethyl{4-[2-(methylpropylamino)ethoxy]benzyl}amino}-4-methoxyphenyl}-5,6,7,8-tetrahydronaphthalen-2-ol). Yield: 37.4%. RXN SMILES: [CH2:1]([N:3]([C:29](=O)[C:30]1[CH:35]=[CH:34][C:33]([OH:36])=[CH:32][CH:31]=1)[C:4]1[CH:9]=[C:8]([O:10][CH3:11])[CH:7]=[CH:6][C:5]=1[CH:12]1[CH2:21][CH2:20][C:19]2[CH:18]=[C:17]([O:22]C(=O)C(C)(C)C)[CH:16]=[CH:15][C:14]=2[CH2:13]1)[CH3:2].Cl[CH2:39][C:40]([N:42]([CH3:46])[CH2:43][CH2:44][CH3:45])=O>>[CH2:1]([N:3]([CH2:29][C:30]1[CH:35]=[CH:34][C:33]([O:36][CH2:39][CH2:40][N:42]([CH3:46])[CH2:43][CH2:44][CH3:45])=[CH:32][CH:31]=1)[C:4]1[CH:9]=[C:8]([O:10][CH3:11])[CH:7]=[CH:6][C:5]=1[CH:12]1[CH2:21][CH2:20][C:19]2[CH:18]=[C:17]([OH:22])[CH:16]=[CH:15][C:14]=2[CH2:13]1)[CH3:2]. Reported procedure: Synthesized from pivalic acid 6-{2-[ethyl(4-hydroxybenzoyl)amino]-4-methoxyphenyl}-5,6,7,8-tetrahydronaphthalen-2-yl ester (20 mg) and 2-chloro-N-methyl-N-propylacetamide (12 mg) according to an analogous synthetic method to Example 404 and purified by LC-MS, the title compound (7.5 mg) was obtained. The reactants are CC(C(C(=O)OC)N1C(C(C1=O)N1C(C=2C(C1=O)=CC=CC2)=O)S(=O)Cl)=C (methyl 3-methyl-2-(2-chlorosulfinyl-4-oxo-3-phthalimido-1-azetidinyl)-3-butenoate), FC(C(=O)O)(F)F (trifluoroacetic acid). Yields the product C1(C=2C(C(N1C1[C@@H]3N(C(C(CS3=O)=C)C(=O)OC)C1=O)=O)=CC=CC2)=O (methyl 7-phthalimido-3-methylenecepham-4-carboxylate 1-oxide). As a reaction SMILES: [CH3:1][C:2](=[CH2:27])[CH:3]([N:8]1[C:11](=[O:12])[CH:10]([N:13]2[C:17](=[O:18])[C:16]3=[CH:19][CH:20]=[CH:21][CH:22]=[C:15]3[C:14]2=[O:23])[CH:9]1[S:24](Cl)=[O:25])[C:4]([O:6][CH3:7])=[O:5].FC(F)(F)C(O)=O>>[C:17]1(=[O:18])[N:13]([CH:10]2[C:11](=[O:12])[N:8]3[CH:3]([C:4]([O:6][CH3:7])=[O:5])[C:2](=[CH2:27])[CH2:1][S:24](=[O:25])[C@H:9]23)[C:14](=[O:23])[C:15]2=[CH:22][CH:21]=[CH:20][CH:19]=[C:16]12. Procedure: A solution of 0.29 g. of methyl 3-methyl-2-(2-chlorosulfinyl-4-oxo-3-phthalimido-1-azetidinyl)-3-butenoate in 10 ml. of trifluoroacetic acid was refluxed for 30 minutes and then was evaporated in vacuo to dryness. The product was dissolved in 20 ml. of ethyl acetate. The resulting solution was washed successively with aqueous sodium bicarbonate (3X), water, and brine, dried (MgSO4), and evaporated in vacuo to dryness to provide methyl 7-phthalimido-3-methylenecepham-4-carboxylate 1-oxide. Starting materials: S1C=NC(=C1)CCCO (3-thiazol-4-yl-propan-1-ol), CCN(C(C)C)C(C)C (DIPEA), CC(C)(C)[Si](C)(C)Cl (TBDMS-Cl). The reagents and catalysts are CN(C)C=1C=CN=CC1 (DMAP). The solvent is C(Cl)Cl (CH2Cl2), C(Cl)Cl (CH2Cl2). Yields the product [Si](C)(C)(C(C)(C)C)OCCCC=1N=CSC1 (4-[3-(tert-Butyldimethylsilanyloxy)propyl]thiazole). Yield: 90.8%. Reaction SMILES: [S:1]1[CH:5]=[C:4]([CH2:6][CH2:7][CH2:8][OH:9])[N:3]=[CH:2]1.CCN(C(C)C)C(C)C.[CH3:19][C:20]([Si:23](Cl)([CH3:25])[CH3:24])([CH3:22])[CH3:21]>CN(C1C=CN=CC=1)C.C(Cl)Cl>[Si:23]([O:9][CH2:8][CH2:7][CH2:6][C:4]1[N:3]=[CH:2][S:1][CH:5]=1)([C:20]([CH3:22])([CH3:21])[CH3:19])([CH3:25])[CH3:24]. Procedure: A sol. of 3-thiazol-4-yl-propan-1-ol (610 mg, 4.26 mmol), DIPEA (1.82 mL, 10.7 mmol), DMAP (catalytic amount) and TBDMS-Cl (964 mg, 6.40 mmol) in CH2Cl2 (12 mL) was stirred at rt for 1 h. The mixture was diluted with more CH2Cl2, and washed with aq. 1M HCl, aq. sat. NaHCO3, and brine. The org. extracts were dried over MgSO4, filtered, and the solvents were removed under reduced pressure. Purification of the residue by FC (EtOAc/heptane 1:9→2:8→1:1) yielded the title compound (996 mg, 91%). LC-MS... The reactants are C(C)(C)OC(C)C (diisopropyl ether), FC(C(=O)O)(F)F (Trifluoroacetic acid), NC1[C@@H]2N(C(=C(CS2)C=CC=2C=NC=CC2)C(=O)OC(C2=CC=CC=C2)C2=CC=CC=C2)C1=O (benzhydryl 7-amino-3-[2-(3-pyridyl)vinyl]-3-cephem-4-carboxylate), C1(=CC=CC=C1)OC (anisole). Run in ClCCl (dichloromethane). Reaction conditions: time 1.5 hour. The product is NC1[C@@H]2N(C(=C(CS2)C=CC=2C=NC=CC2)C(=O)O)C1=O (7-amino-3-[2-(3-pyridyl)vinyl]-3-cephem-4-carboxylic acid). The yield is 36.8%. Reaction SMILES: FC(F)(F)C(O)=O.[NH2:8][CH:9]1[C:40](=[O:41])[N:11]2[C:12]([C:24]([O:26]C(C3C=CC=CC=3)C3C=CC=CC=3)=[O:25])=[C:13]([CH:16]=[CH:17][C:18]3[CH:19]=[N:20][CH:21]=[CH:22][CH:23]=3)[CH2:14][S:15][C@H:10]12.C1(OC)C=CC=CC=1.C(OC(C)C)(C)C>ClCCl>[NH2:8][CH:9]1[C:40](=[O:41])[N:11]2[C:12]([C:24]([OH:26])=[O:25])=[C:13]([CH:16]=[CH:17][C:18]3[CH:19]=[N:20][CH:21]=[CH:22][CH:23]=3)[CH2:14][S:15][C@H:10]12. Procedure: Trifluoroacetic acid (15.2 ml) was added to a suspension of benzhydryl 7-amino-3-[2-(3-pyridyl)vinyl]-3-cephem-4-carboxylate (cis-trans mixture) (8.0 g) and anisole (7.4 ml) in dichloromethane (40 ml) at ambient temperature and the mixture was stirred for 1.5 hours at the same temperature. To the resulting solution was added diisopropyl ether (200 ml) and stirred. The precipitate was collected by filtration and washed with diisopropyl ether. The precipitate was added to a mixture of water and et...